This data is from the Open Reaction Database (ORD), a public repository of structured organic reaction records. The task is: describe an organic reaction: reactants, conditions, products, and yield Starting materials: nitrile, C(C1=CC=CC=C1)OC(CN(CC1=CC=CC=C1)CC1=CC=CC=C1)=O (N,N-dibenzyl-glycine benzyl ester), C(C)#N (acetonitrile), [NH2-].[Na+] (sodium amide), ester, C(C1=CC=CC=C1)[Mg]Cl (benzyl magnesium chloride). Solvent: CC(C)(C)OC (MTBE). Yields the product NC(=CC(CN(CC1=CC=CC=C1)CC1=CC=CC=C1)=O)CC1=CC=CC=C1 (4-Amino-1-(N,N-dibenzyl)amino-2-oxo-5-phenyl-pent-3-ene). RXN SMILES: C(O[C:9](=[O:26])[CH2:10][N:11]([CH2:19][C:20]1[CH:25]=[CH:24][CH:23]=[CH:22][CH:21]=1)[CH2:12][C:13]1[CH:18]=[CH:17][CH:16]=[CH:15][CH:14]=1)C1C=CC=CC=1.[C:27](#[N:29])[CH3:28].[NH2-].[Na+].[CH2:32]([Mg]Cl)[C:33]1[CH:38]=[CH:37][CH:36]=[CH:35][CH:34]=1>CC(OC)(C)C>[NH2:29][C:27]([CH2:32][C:33]1[CH:38]=[CH:37][CH:36]=[CH:35][CH:34]=1)=[CH:28][C:9](=[O:26])[CH2:10][N:11]([CH2:12][C:13]1[CH:14]=[CH:15][CH:16]=[CH:17][CH:18]=1)[CH2:19][C:20]1[CH:21]=[CH:22][CH:23]=[CH:24][CH:25]=1 |f:2.3|. Reported procedure: The title compound was prepared from N,N-dibenzyl-glycine benzyl ester, 54 mmole, and 3.3 mL, 64 mmole of acetonitrile. Following the procedure described in Example 2 the ester and nitrile mixture was added to 5.5 g, 127 mmole of sodium amide in MTBE. After solvent removal, benzyl magnesium chloride (PhCH2MgCl 145 mmole) was added following the procedure in Example 2. The resulting enamine was purified by chromatography, following the procedure described in Example 4. The yield of enamine was 22...